This data is from the Open Reaction Database (ORD), a public repository of structured organic reaction records. The task is: describe an organic reaction: reactants, conditions, products, and yield Reactants: O1CCC(CC1)OC1=CC=2N(C=C1)C=CN2 (7-(tetrahydro-2H-pyran-4-yloxy)imidazo[1,2-a]pyridine), ClC1=NC2=C(C=CC=C2C=C1)O[C@H]1[C@@H](CN(CC1)C(=O)OCC1=CC=CC=C1)F ((trans)-benzyl 4-(2-chloroquinolin-8-yloxy)-3-fluoropiperidine-1-carboxylate). Product: F[C@@H]1CN(CC[C@H]1OC=1C=CC=C2C=CC(=NC12)C1=CN=C2N1C=CC(=C2)OC2CCOCC2)C(=O)OCC2=CC=CC=C2 ((trans)-benzyl 3-fluoro-4-(2-(7-(tetrahydro-2H-pyran-4-yloxy)imidazo[1,2-a]pyridin-3-yl)quinolin-8-yloxy)piperidine-1-carboxylate). Reaction SMILES: [O:1]1[CH2:6][CH2:5][CH:4]([O:7][C:8]2[CH:13]=[CH:12][N:11]3[CH:14]=[CH:15][N:16]=[C:10]3[CH:9]=2)[CH2:3][CH2:2]1.Cl[C:18]1[CH:27]=[CH:26][C:25]2[C:20](=[C:21]([O:28][C@@H:29]3[CH2:34][CH2:33][N:32]([C:35]([O:37][CH2:38][C:39]4[CH:44]=[CH:43][CH:42]=[CH:41][CH:40]=4)=[O:36])[CH2:31][C@H:30]3[F:45])[CH:22]=[CH:23][CH:24]=2)[N:19]=1>>[F:45][C@H:30]1[C@H:29]([O:28][C:21]2[CH:22]=[CH:23][CH:24]=[C:25]3[C:20]=2[N:19]=[C:18]([C:14]2[N:11]4[CH:12]=[CH:13][C:8]([O:7][CH:4]5[CH2:3][CH2:2][O:1][CH2:6][CH2:5]5)=[CH:9][C:10]4=[N:16][CH:15]=2)[CH:27]=[CH:26]3)[CH2:34][CH2:33][N:32]([C:35]([O:37][CH2:38][C:39]2[CH:44]=[CH:43][CH:42]=[CH:41][CH:40]=2)=[O:36])[CH2:31]1. Procedure details: Prepared according to the procedure used for Example 1, Step D, using 7-(tetrahydro-2H-pyran-4-yloxy)imidazo[1,2-a]pyridine in place of 7-(2-methoxyethoxy)imidazo[1,2-a]pyridine and (trans)-benzyl 4-(2-chloroquinolin-8-yloxy)-3-fluoropiperidine-1-carboxylate in place of 2,8-dibromoquinoline. MS APCI (+) m/z 597 (M+1) detected.